From a dataset of the Open Reaction Database (ORD), a public repository of structured organic reaction records. describe an organic reaction: reactants, conditions, products, and yield Reactants: C(C)C1=CC=C2N1N=C(C(=C2C=2C=NC=C(C2)C)CCCCC(=O)OCC)CO (ethyl 5-[7-ethyl-2-(hydroxymethyl)-4-(5-methyl-3-pyridinyl)pyrrolo[1,2-b]pyridazin-3-yl]pentanoate), C1(NC(C2=CC=CC=C12)=O)=O (1H-isoindole-1,3(2H)dione), C1(=CC=CC=C1)P(C1=CC=CC=C1)C1=CC=CC=C1 (triphenylphosphine). Run at time 1 hour. The product is O=C1N(C(C2=CC=CC=C12)=O)CC=1C(=C(C=2N(N1)C(=CC2)CC)C=2C=NC=C(C2)C)CCCCC(=O)OCC (ethyl 5-[2-[(1,3-dioxo-1,3-dihydro-2H-isoindol-2-yl)methyl]-7-ethyl-4-(5-methyl-3-pyridinyl)pyrrolo[1,2-b]pyridazin-3-yl]pentanoate). RXN SMILES: [CH2:1]([C:3]1[N:7]2[N:8]=[C:9]([CH2:28]O)[C:10]([CH2:19][CH2:20][CH2:21][CH2:22][C:23]([O:25][CH2:26][CH3:27])=[O:24])=[C:11]([C:12]3[CH:13]=[N:14][CH:15]=[C:16]([CH3:18])[CH:17]=3)[C:6]2=[CH:5][CH:4]=1)[CH3:2].[C:30]1(=[O:40])[C:38]2[C:33](=[CH:34][CH:35]=[CH:36][CH:37]=2)[C:32](=[O:39])[NH:31]1.C1(P(C2C=CC=CC=2)C2C=CC=CC=2)C=CC=CC=1>O1CCCC1>[O:40]=[C:30]1[C:38]2[C:33](=[CH:34][CH:35]=[CH:36][CH:37]=2)[C:32](=[O:39])[N:31]1[CH2:28][C:9]1[C:10]([CH2:19][CH2:20][CH2:21][CH2:22][C:23]([O:25][CH2:26][CH3:27])=[O:24])=[C:11]([C:12]2[CH:13]=[N:14][CH:15]=[C:16]([CH3:18])[CH:17]=2)[C:6]2[N:7]([C:3]([CH2:1][CH3:2])=[CH:4][CH:5]=2)[N:8]=1. The yield is 80.7%. The solvent is O1CCCC1 (tetrahydrofuran). Reported procedure: A mixture of ethyl 5-[7-ethyl-2-(hydroxymethyl)-4-(5-methyl-3-pyridinyl)pyrrolo[1,2-b]pyridazin-3-yl]pentanoate (100 mg), 1H-isoindole-1,3(2H)dione (44.6 mg) diisopropyl azodicarboxylate (76.7 mg) and triphenylphosphine (995 mg) in tetrahydrofuran (2 mL) was stirred at ambient temperature for 1 hour. After evaporation of solvent, the residue was purified by silica gel column chromatography eluting with a mixture of hexane and ethyl acetate (20:1–1:1) to give ethyl 5-[2-[(1,3-dioxo-1,3-dihydro-2H... Reactants: OC1=CC=C(C(=O)C2=CC=C(C=C2)Cl)C=C1 (4-hydroxy-4'-chlorobenzophenone), C(C(C)(C)C)(=O)Cl (pivaloyl chloride). The solvent is N1=CC=CC=C1 (pyridine). Product: C(C(C)(C)C)(=O)OC1=CC=C(C(=O)C2=CC=C(C=C2)Cl)C=C1 (4-pivaloyloxy-4'-chlorobenzophenone). Reaction SMILES: [OH:1][C:2]1[CH:16]=[CH:15][C:5]([C:6]([C:8]2[CH:13]=[CH:12][C:11]([Cl:14])=[CH:10][CH:9]=2)=[O:7])=[CH:4][CH:3]=1.[C:17](Cl)(=[O:22])[C:18]([CH3:21])([CH3:20])[CH3:19]>N1C=CC=CC=1>[C:17]([O:1][C:2]1[CH:16]=[CH:15][C:5]([C:6]([C:8]2[CH:13]=[CH:12][C:11]([Cl:14])=[CH:10][CH:9]=2)=[O:7])=[CH:4][CH:3]=1)(=[O:22])[C:18]([CH3:21])([CH3:20])[CH3:19]. Procedure details: 2.16 g (0.01 mole) of 4-hydroxy-4'-chlorobenzophenone and 1.2 g (0.015 mole) of pivaloyl chloride in solution were warmed to 50° C. for 3 hrs in 60 mls of dry pyridine with a drying tube attached. The solvent was removed via rotary evaporator and H2O added. The product was filtered and recrystallized from ethanol; 2.3 g (73%) yield; M.P.~113°-114° C. Starting materials: CCC1C=C(C)C(F)C(C)CC(OC)C2OC(O)(C(=O)C(=O)N3CCCCC3C(=O)OC(C(C)=CC3CCC(=O)C(OC)C3)C(C)C(O[Si](C(C)C)(C(C)C)C(C)C)CC1=O)C(C)CC2OC, C1CCOC1. The product is CCC1C=C(C)C(F)C(C)CC(OC)C2OC(O)(C(=O)C(=O)N3CCCCC3C(=O)OC(C(C)=CC3CCC(=O)C(OC)C3)C(C)C(O)CC1=O)C(C)CC2OC. Reaction SMILES: [CH2:1]([CH3:2])[CH:3]1[C:4](=[O:67])[CH2:5][CH:6]([O:56][Si:57]([CH:58]([CH3:59])[CH3:60])([CH:61]([CH3:62])[CH3:63])[CH:64]([CH3:65])[CH3:66])[CH:7]([CH3:55])[CH:8]([C:43](=[CH:44][CH:45]2[CH2:46][CH:47]([O:52][CH3:53])[C:48](=[O:51])[CH2:49][CH2:50]2)[CH3:54])[O:9][C:10](=[O:42])[CH:11]2[CH2:12][CH2:13][CH2:14][CH2:15][N:16]2[C:17](=[O:41])[C:18](=[O:40])[C:19]2([OH:39])[CH:20]([CH3:38])[CH2:21][CH:22]([O:36][CH3:37])[CH:23]([CH:24]([O:33][CH3:34])[CH2:25][CH:26]([CH3:32])[CH:27]([F:31])[C:28]([CH3:30])=[CH:29]1)[O:35]2.[O:68]1[CH2:69][CH2:70][CH2:71][CH2:72]1>>[CH2:1]([CH3:2])[CH:3]1[C:4](=[O:67])[CH2:5][CH:6]([OH:56])[CH:7]([CH3:55])[CH:8]([C:43](=[CH:44][CH:45]2[CH2:46][CH:47]([O:52][CH3:53])[C:48](=[O:51])[CH2:49][CH2:50]2)[CH3:54])[O:9][C:10](=[O:42])[CH:11]2[CH2:12][CH2:13][CH2:14][CH2:15][N:16]2[C:17](=[O:41])[C:18](=[O:40])[C:19]2([OH:39])[CH:20]([CH3:38])[CH2:21][CH:22]([O:36][CH3:37])[CH:23]([CH:24]([O:33][CH3:34])[CH2:25][CH:26]([CH3:32])[CH:27]([F:31])[C:28]([CH3:30])=[CH:29]1)[O:35]2. Reactants: OC=1C=C(C=O)C=CC1 (3-hydroxybenzaldehyde), [H-].[Na+] (NaH), ClCC1OC1 (2-(chloromethyl)oxirane). Reported procedure: To a solution of 3-hydroxybenzaldehyde (2.0 g, 16.38 mmol) in DMF (25 mL) was added NaH (60%, 982.6 mg, 24.57 mmol) at 0° C. in portions. The mixture was stirred at this temperature for 30 minutes before a solution of 2-(chloromethyl)oxirane (2.27 g, 24.57 mmol) in DMF (5 mL) was slowly added into the reaction mixture which was then allowed to reach room temperature slowly and stirred for 16 h. The solvent was removed by concentration and the residue dissolved in ethyl acetate and washed with wa... Run at time 16 hour. The product is O1C(C1)COC=1C=C(C=O)C=CC1 (3-(oxiran-2-ylmethoxy)benzaldehyde). Solvent: CN(C)C=O (DMF), CN(C)C=O (DMF). The yield is 75.0%. RXN SMILES: [OH:1][C:2]1[CH:3]=[C:4]([CH:7]=[CH:8][CH:9]=1)[CH:5]=[O:6].[H-].[Na+].Cl[CH2:13][CH:14]1[CH2:16][O:15]1>CN(C=O)C>[O:15]1[CH2:16][CH:14]1[CH2:13][O:1][C:2]1[CH:3]=[C:4]([CH:7]=[CH:8][CH:9]=1)[CH:5]=[O:6] |f:1.2|. The reactants are COc1ccc(C(C)C#N)cc1CNC1CCCN(C(=O)OC(C)(C)C)C1c1ccccc1, C#CC(C)(C)c1ccc(OC)c(C=O)c1, CC(C)(C)OC(=O)N1CCCC(N)C1c1ccccc1. Yields the product C#CC(C)(C)c1ccc(OC)c(CNC2CCCN(C(=O)OC(C)(C)C)C2c2ccccc2)c1. Reaction SMILES: [C:36]([O:37][C:38]([N:39]1[CH2:40][CH2:41][CH2:42][CH:43]([NH:44][CH2:45][c:46]2[cH:47][c:48]([CH:49]([C:50]#[N:51])[CH3:52])[cH:53][cH:54][c:55]2[O:56][CH3:57])[CH:58]1[c:59]1[cH:60][cH:61][cH:62][cH:63][cH:64]1)=[O:65])([CH3:66])([CH3:67])[CH3:68].[CH3:1][O:2][c:3]1[c:4]([CH:5]=[O:6])[cH:7][c:8]([C:11]([C:12]#[CH:13])([CH3:14])[CH3:15])[cH:9][cH:10]1.[NH2:16][CH:17]1[CH:18]([c:30]2[cH:31][cH:32][cH:33][cH:34][cH:35]2)[N:19]([C:23](=[O:24])[O:25][C:26]([CH3:27])([CH3:28])[CH3:29])[CH2:20][CH2:21][CH2:22]1>>[CH3:1][O:2][c:3]1[c:4]([CH2:5][NH:16][CH:17]2[CH:18]([c:30]3[cH:31][cH:32][cH:33][cH:34][cH:35]3)[N:19]([C:23](=[O:24])[O:25][C:26]([CH3:27])([CH3:28])[CH3:29])[CH2:20][CH2:21][CH2:22]2)[cH:7][c:8]([C:11]([C:12]#[CH:13])([CH3:14])[CH3:15])[cH:9][cH:10]1. Solvent: O (water), CO (methanol). RXN SMILES: C([C:3]1[N:4]([CH2:17][C:18]2[CH:23]=[CH:22][CH:21]=[CH:20][C:19]=2[C:24]2[CH:29]=[CH:28][C:27]([Cl:30])=[CH:26][CH:25]=2)[C:5]2[C:10]([C:11](=[O:16])[C:12]=1[C:13]([OH:15])=[O:14])=[N:9][CH:8]=[CH:7][CH:6]=2)C.O.[OH-].[Li+]>CO.O>[Cl:30][C:27]1[CH:28]=[CH:29][C:24]([C:19]2[CH:20]=[CH:21][CH:22]=[CH:23][C:18]=2[CH2:17][N:4]2[C:5]3[C:10](=[N:9][CH:8]=[CH:7][CH:6]=3)[C:11](=[O:16])[C:12]([C:13]([OH:15])=[O:14])=[CH:3]2)=[CH:25][CH:26]=1 |f:1.2.3|. Yield: 69.2%. Reported procedure: To a brown solution of ethyl 1-((4′-chlorobiphenyl-2-yl)methyl)-4-oxo-1,4-dihydro-1,5-naphthyridine-3-carboxylate (28) (257 mg, 0.61 mmol) in methanol (15 mL) was added the solid lithium hydroxide monohydrate (515 mg, 12.3 mmol) at room temperature under a nitrogen atmosphere. It gave a clear solution within 30 minutes and the resulting dark brown solution was stirred for 15 h at which time LCMS analysis indicated the absence of starting material. Then, the mixture was diluted with water and the... Product: ClC1=CC=C(C=C1)C1=C(C=CC=C1)CN1C=C(C(C2=NC=CC=C12)=O)C(=O)O (1-((4′-Chlorobiphenyl-2-yl)methyl)-4-oxo-1,4-dihydro-1,5-naphthyridine-3-carboxylic acid). Reaction conditions: time 15 hour. The reactants are C(C)C=1N(C2=CC=CN=C2C(C1C(=O)O)=O)CC1=C(C=CC=C1)C1=CC=C(C=C1)Cl (Ethyl 1-((4′-chlorobiphenyl-2-yl)methyl)-4-oxo-1,4-dihydro-1,5-naphthyridine-3-carboxylic acid), O.[OH-].[Li+] (lithium hydroxide monohydrate). Starting materials: C(C)O (ethanol), C(C(C)C)NC(C(C)(C1=CC=C(C=C1)B1OC(C(O1)(C)C)(C)C)C)=O (N-isobutyl-2-methyl-2-(4-(4,4,5,5-tetramethyl-1,3,2-dioxaborolan-2-yl)phenyl)propanamide), BrC=1C=NC=C(C#N)C1 (5-bromonicotinonitrile), C([O-])([O-])=O.[K+].[K+] (potassium carbonate). Reagents/catalysts: C=1C=CC(=CC1)[P](C=2C=CC=CC2)(C=3C=CC=CC3)[Pd]([P](C=4C=CC=CC4)(C=5C=CC=CC5)C=6C=CC=CC6)([P](C=7C=CC=CC7)(C=8C=CC=CC8)C=9C=CC=CC9)[P](C=1C=CC=CC1)(C=1C=CC=CC1)C=1C=CC=CC1 (Pd(PPh3)4). Solvent: O (water), C1(=CC=CC=C1)C (toluene), CCOC(=O)C.O (EtOAc water). The product is C(#N)C=1C=C(C=NC1)C1=CC=C(C=C1)C(C(=O)NCC(C)C)(C)C (2-(4-(5-cyanopyridin-3-yl)phenyl)-N-isobutyl-2-methylpropanamide). Yield: 88.1%. RXN SMILES: [CH2:1]([NH:5][C:6](=[O:25])[C:7]([CH3:24])([C:9]1[CH:14]=[CH:13][C:12](B2OC(C)(C)C(C)(C)O2)=[CH:11][CH:10]=1)[CH3:8])[CH:2]([CH3:4])[CH3:3].Br[C:27]1[CH:28]=[N:29][CH:30]=[C:31]([CH:34]=1)[C:32]#[N:33].C(=O)([O-])[O-].[K+].[K+].C(O)C>C1(C)C=CC=CC=1.CCOC(C)=O.O.C1C=CC([P]([Pd]([P](C2C=CC=CC=2)(C2C=CC=CC=2)C2C=CC=CC=2)([P](C2C=CC=CC=2)(C2C=CC=CC=2)C2C=CC=CC=2)[P](C2C=CC=CC=2)(C2C=CC=CC=2)C2C=CC=CC=2)(C2C=CC=CC=2)C2C=CC=CC=2)=CC=1.O>[C:32]([C:31]1[CH:34]=[C:27]([C:12]2[CH:11]=[CH:10][C:9]([C:7]([CH3:8])([CH3:24])[C:6]([NH:5][CH2:1][CH:2]([CH3:3])[CH3:4])=[O:25])=[CH:14][CH:13]=2)[CH:28]=[N:29][CH:30]=1)#[N:33] |f:2.3.4,7.8,^1:61,63,82,101|. Procedure details: N-isobutyl-2-methyl-2-(4-(4,4,5,5-tetramethyl-1,3,2-dioxaborolan-2-yl)phenyl)propanamide (example 23a) (14.86 g, 43.03 mmol), 5-bromonicotinonitrile (7.50 g, 40.98 mmol) and potassium carbonate (11.33 g, 81.96 mmol) were mixed in toluene (75 mL), ethanol (15 mL) and water (11.25 mL). The mixture was degassed for 30 minutes and Pd(PPh3)4 (950 mg, 0.82 mmol) was added. The reaction mixture was heated to reflux for 16 hr and cooled to room temperature then diluted with EtOAc/water, washed successiv...